From a dataset of the Open Reaction Database (ORD), a public repository of structured organic reaction records. describe an organic reaction: reactants, conditions, products, and yield Reactants: BrC=1C=C2C=C(C(=NC2=CC1)C)C(=O)OCC (ethyl 6-bromo-2-methyl-3-quinolinecarboxylate), ClC1=C(C(=CC=C1)Cl)C1=NOC(=C1COC1=CC=C(C=C1)B1OC(C(O1)(C)C)(C)C)C(C)C (3-(2,6-dichlorophenyl)-5-(1-methylethyl)-4-({[4-(4,4,5,5-tetramethyl-1,3,2-dioxaborolan-2-yl)phenyl]oxy}methyl)isoxazole), C1(=CC=CC=C1)P(C1=CC=CC=C1)C1=CC=CC=C1 (triphenylphosphine), P(=O)([O-])([O-])[O-].[K+].[K+].[K+] (potassium phosphate). The reagents and catalysts are C(C)(=O)[O-].[Pd+2].C(C)(=O)[O-] (Palladium(II)acetate). Run in C(C)(=O)OCC (ethyl acetate), O (water), O1CCOCC1 (dioxane), O (Water). Conditions: temperature 60 celsius. Product: ClC1=C(C(=CC=C1)Cl)C1=NOC(=C1COC1=CC=C(C=C1)C=1C=C2C=C(C(=NC2=CC1)C)C(=O)OCC)C(C)C (ethyl 6-[4-({[3-(2,6-dichlorophenyl)-5-(1-methylethyl)-4-isoxazolyl]methyl}oxy)phenyl]-2-methyl-3-quinolinecarboxylate). Yield: 52.0%. RXN SMILES: Br[C:2]1[CH:3]=[C:4]2[C:9](=[CH:10][CH:11]=1)[N:8]=[C:7]([CH3:12])[C:6]([C:13]([O:15][CH2:16][CH3:17])=[O:14])=[CH:5]2.[Cl:18][C:19]1[CH:24]=[CH:23][CH:22]=[C:21]([Cl:25])[C:20]=1[C:26]1[C:30]([CH2:31][O:32][C:33]2[CH:38]=[CH:37][C:36](B3OC(C)(C)C(C)(C)O3)=[CH:35][CH:34]=2)=[C:29]([CH:48]([CH3:50])[CH3:49])[O:28][N:27]=1.C1(P(C2C=CC=CC=2)C2C=CC=CC=2)C=CC=CC=1.P([O-])([O-])([O-])=O.[K+].[K+].[K+]>C([O-])(=O)C.[Pd+2].C([O-])(=O)C.C(OCC)(=O)C.O.O1CCOCC1>[Cl:25][C:21]1[CH:22]=[CH:23][CH:24]=[C:19]([Cl:18])[C:20]=1[C:26]1[C:30]([CH2:31][O:32][C:33]2[CH:34]=[CH:35][C:36]([C:2]3[CH:3]=[C:4]4[C:9](=[CH:10][CH:11]=3)[N:8]=[C:7]([CH3:12])[C:6]([C:13]([O:15][CH2:16][CH3:17])=[O:14])=[CH:5]4)=[CH:37][CH:38]=2)=[C:29]([CH:48]([CH3:50])[CH3:49])[O:28][N:27]=1 |f:3.4.5.6,7.8.9|. Reported procedure: Palladium(II)acetate (1.2 mg, 5.3 μmol) was added to ethyl 6-bromo-2-methyl-3-quinolinecarboxylate (31.0 mg, 105.5 μmol), 3-(2,6-dichlorophenyl)-5-(1-methylethyl)-4-({[4-(4,4,5,5-tetramethyl-1,3,2-dioxaborolan-2-yl)phenyl]oxy}methyl)isoxazole (51.5 mg, 105.5 μmol), triphenylphosphine (2.7 mg, 10.5 μmol), and potassium phosphate (78.3 mg, 369.2 μmol). Then, dioxane (2.1 mL) was added to the mixture, followed by water (10.5 μL), and the reaction mixture was heated open to the atmosphere at 60° C. ...